From a dataset of the Open Reaction Database (ORD), a public repository of structured organic reaction records. describe an organic reaction: reactants, conditions, products, and yield The reactants are C(C)(C)(C)OC(=O)N1[C@@H](CCC1)COC=1C=NC=C(C1)C1=CC(=NO1)COC1OCCCC1 (3-[[1-(tert-butoxycarbonyl)-2(S)-pyrrolidinyl]methoxy]-5-[3-[(tetrahydro-2H-pyran-2-yloxy)methyl]-5-isoxazolyl]pyridine), Cl (HCl). Solvent: CO (MeOH), CCOCC (ether). Reaction conditions: time 12 hour. Product: Cl.N1[C@@H](CCC1)COC=1C=C(C=NC1)C1=CC(=NO1)CO ([5-[5-[(2(S)-Pyrrolidinyl)methoxy]-3-pyridyl]-3-isoxazolyl]methanol Hydrochloride). RXN SMILES: C(OC([N:8]1[CH2:12][CH2:11][CH2:10][C@H:9]1[CH2:13][O:14][C:15]1[CH:16]=[N:17][CH:18]=[C:19]([C:21]2[O:25][N:24]=[C:23]([CH2:26][O:27]C3CCCCO3)[CH:22]=2)[CH:20]=1)=O)(C)(C)C.[ClH:34]>CO.CCOCC>[ClH:34].[NH:8]1[CH2:12][CH2:11][CH2:10][C@H:9]1[CH2:13][O:14][C:15]1[CH:20]=[C:19]([C:21]2[O:25][N:24]=[C:23]([CH2:26][OH:27])[CH:22]=2)[CH:18]=[N:17][CH:16]=1 |f:4.5|. Reported procedure: To a solution of 3-[[1-(tert-butoxycarbonyl)-2(S)-pyrrolidinyl]methoxy]-5-[3-[(tetrahydro-2H-pyran-2-yloxy)methyl]-5-isoxazolyl]pyridine (145 mg, 0.31 mmol) in MeOH (10 mL) was added at 0° C. 2M anhydrous HCl in ether (10 mL). The reaction mixture was stirred at room temperature for 12 h, then concentrated in vacuo. The residue was purified by HPLC to give the hydrochloride (90 mg). The 1H NMR spectrum (CD3OD, 400 MHz) of this material exhibits signals compatible with the postulated structure, b...